Dataset: the Open Reaction Database (ORD), a public repository of structured organic reaction records. Task: describe an organic reaction: reactants, conditions, products, and yield The reactants are D4, FC=1C=C(C=O)C=CC1F (3,4-difluorobenzaldehyde), CC=1N=CNC1 (4-methyl-1H-imidazole). Product: FC=1C=C(C=O)C=CC1N1C=NC=C1C (3-fluoro-4-(5-methyl-1H-imidazol-1-yl)benzaldehyde). RXN SMILES: [F:1][C:2]1[CH:3]=[C:4]([CH:7]=[CH:8][C:9]=1F)[CH:5]=[O:6].[CH3:11][C:12]1[N:13]=[CH:14][NH:15][CH:16]=1>>[F:1][C:2]1[CH:3]=[C:4]([CH:7]=[CH:8][C:9]=1[N:13]1[C:12]([CH3:11])=[CH:16][N:15]=[CH:14]1)[CH:5]=[O:6]. Procedure details: The title compound was prepared by a procedure similar to that described for D4 starting from 3,4-difluorobenzaldehyde and 4-methyl-1H-imidazole. Reactants: ClCCl, CC(C)(C)OC(=O)N1CCN(c2ccc(C(F)(F)F)cc2)CC1, O=C(O)C(F)(F)F. Product: FC(F)(F)c1ccc(N2CCNCC2)cc1. As a reaction SMILES: [CH2:24]([Cl:25])[Cl:26].[F:1][C:2]([c:3]1[cH:4][cH:5][c:6]([N:9]2[CH2:10][CH2:11][N:12]([C:15]([O:16][C:17]([CH3:18])([CH3:19])[CH3:20])=[O:21])[CH2:13][CH2:14]2)[cH:7][cH:8]1)([F:22])[F:23].[OH:27][C:28]([C:29]([F:30])([F:31])[F:32])=[O:33]>>[F:1][C:2]([c:3]1[cH:4][cH:5][c:6]([N:9]2[CH2:10][CH2:11][NH:12][CH2:13][CH2:14]2)[cH:7][cH:8]1)([F:22])[F:23]. Starting materials: compound, ClC1=NC=NC2=CC=C(C=C12)O (4-chloro-6-hydroxy-quinazoline), ClC=1C(=C(C=CC1)NS(=O)(=O)C)F (N-(3-chloro-2-fluorophenyl)methanesulfonamide), NC1=NN(C=C1)C (3-amino-1-methyl-1H-pyrazole). Product: ClC1=C(OC=2C=C3C(=NC=NC3=CC2)NC2=NN(C=C2)C)C(=CC=C1)NS(=O)(=O)C ([6-(2-Chloro-6-(methylsulfonylamino)phenoxy)-quinazolin-4-yl]-(1-methyl-1H-pyrazol-3-yl)-amine). RXN SMILES: [Cl:1][C:2]1[C:3](F)=[C:4]([NH:8][S:9]([CH3:12])(=[O:11])=[O:10])[CH:5]=[CH:6][CH:7]=1.[NH2:14][C:15]1[CH:19]=[CH:18][N:17]([CH3:20])[N:16]=1.Cl[C:22]1[C:31]2[C:26](=[CH:27][CH:28]=[C:29]([OH:32])[CH:30]=2)[N:25]=[CH:24][N:23]=1>>[Cl:1][C:2]1[CH:7]=[CH:6][CH:5]=[C:4]([NH:8][S:9]([CH3:12])(=[O:11])=[O:10])[C:3]=1[O:32][C:29]1[CH:30]=[C:31]2[C:26](=[CH:27][CH:28]=1)[N:25]=[CH:24][N:23]=[C:22]2[NH:14][C:15]1[CH:19]=[CH:18][N:17]([CH3:20])[N:16]=1. Procedure: The compound of Example 98 was manufactured by the same method as in Example 95, by a similar method thereto or by a combination of such a method with a conventional method using N-(3-chloro-2-fluorophenyl)methanesulfonamide, 3-amino-1-methyl-1H-pyrazole and 4-chloro-6-hydroxy-quinazoline. The reactants are [Al+3], [Cl-], [Cl-], [Cl-], ClC1CCCCC1, Clc1ccc(Cl)cc1, S=C=S. As a reaction SMILES: [Al+3:10].[Cl-:11].[Cl-:12].[Cl-:9].[Cl:13][CH:14]1[CH2:15][CH2:16][CH2:17][CH2:18][CH2:19]1.[Cl:1][c:2]1[cH:3][cH:4][c:5]([Cl:6])[cH:7][cH:8]1.[S:20]=[C:21]=[S:22]>>[Cl:1][c:2]1[c:3]([CH:14]2[CH2:15][CH2:16][CH2:17][CH2:18][CH2:19]2)[cH:4][c:5]([Cl:6])[cH:7][cH:8]1. Yields the product Clc1ccc(Cl)c(C2CCCCC2)c1. Starting materials: C(C1=CC=CC=C1)N1CCC(=CC1)C1=CC=C(C=C1)OC (1-benzyl-1,2,3,6-tetrahydro-4-(4-methoxyphenyl)pyridine), ClC(C)Cl (dichloroethane), ClC(C)OC(=O)Cl (1-chloroethylchloroformate). The product is COC1=CC=C(C=C1)C=1CCNCC1 (1,2,3,6-tetrahydro-4-(4-methoxypheny)pyridine). As a reaction SMILES: C([N:8]1[CH2:13][CH:12]=[C:11]([C:14]2[CH:19]=[CH:18][C:17]([O:20][CH3:21])=[CH:16][CH:15]=2)[CH2:10][CH2:9]1)C1C=CC=CC=1.ClC(Cl)C.ClC(OC(Cl)=O)C>>[CH3:21][O:20][C:17]1[CH:16]=[CH:15][C:14]([C:11]2[CH2:12][CH2:13][NH:8][CH2:9][CH:10]=2)=[CH:19][CH:18]=1. Procedure details: A mixture of 1-benzyl-1,2,3,6-tetrahydro-4-(4-methoxyphenyl)pyridine (XVI, EXAMPLE 42-Step 2, 2.021 g, 7.2 mmol), dichloroethane (19 ml) and 1-chloroethylchloroformate (2.8 ml, 26.0 mmol) is refluxed overnight. The mixture is concentrated to about one third the original volume and methanol is added. The mixture is refluxed for 2 hr, then cooled and concentrated. The resulting solids are slurried in dichloromethane, ether is added, and the solids are collected and then partitioned between dichlor... Starting materials: C(C1=CC=CC=C1)OC1=C(C=C(C=C1)C(CBr)=O)NC(=O)N (1-(4-Benzyloxy-3-ureidophenyl)-2-bromoethanone), C(C1=CC=CC=C1)NC(CC1=CC=C(C=C1)C(=O)OC)C (N-benzyl-(2-[4-carbomethoxyphenyl]-1-methylethanamine)), C(C)#N (acetonitrile). Run in CCOCC (ether). Product: C(C1=CC=CC=C1)N(CC(=O)C1=CC(=C(C=C1)OCC1=CC=CC=C1)NC(=O)N)C(CC1=CC=C(C=C1)C(=O)OC)C (N-Benzyl-N-(2-[4-carbomethoxyphenyl]-1-methylethyl)-2-(4-benzyloxy-3-ureidophenyl)-2-oxoethanamine). Reaction SMILES: [CH2:1]([O:8][C:9]1[CH:14]=[CH:13][C:12]([C:15](=[O:18])[CH2:16]Br)=[CH:11][C:10]=1[NH:19][C:20]([NH2:22])=[O:21])[C:2]1[CH:7]=[CH:6][CH:5]=[CH:4][CH:3]=1.[CH2:23]([NH:30][CH:31]([CH3:43])[CH2:32][C:33]1[CH:38]=[CH:37][C:36]([C:39]([O:41][CH3:42])=[O:40])=[CH:35][CH:34]=1)[C:24]1[CH:29]=[CH:28][CH:27]=[CH:26][CH:25]=1.C(#N)C>CCOCC>[CH2:23]([N:30]([CH:31]([CH3:43])[CH2:32][C:33]1[CH:34]=[CH:35][C:36]([C:39]([O:41][CH3:42])=[O:40])=[CH:37][CH:38]=1)[CH2:16][C:15]([C:12]1[CH:13]=[CH:14][C:9]([O:8][CH2:1][C:2]2[CH:7]=[CH:6][CH:5]=[CH:4][CH:3]=2)=[C:10]([NH:19][C:20]([NH2:22])=[O:21])[CH:11]=1)=[O:18])[C:24]1[CH:25]=[CH:26][CH:27]=[CH:28][CH:29]=1. Reported procedure: 1-(4-Benzyloxy-3-ureidophenyl)-2-bromoethanone (3.1 g) and N-benzyl-(2-[4-carbomethoxyphenyl]-1-methylethanamine) (4.85 g) were heated in refluxing acetonitrile (50 ml) for 2 hours. The solution was diluted with an equal volume of ether, filtered and the filtrate diluted further with ether (200 ml). The solution was washed with water, dried and evaporated to give the title compound, mp 140°-145° (ethyl acetate). τ (CDCl3) 9.00 (3H, d, J=6 Hz), 6.70-7.60 (3H, m), 6.0-6.4 (4H, m), 6.20 (3H, s), 4.... Reactants: ICCCCCOC1=CC=C(C#N)C=C1 (4-(5-iodopentoxy) benzonitrile), C=1(C(O)=CC=CC1)OC (guaiacol), [H][H] (hydrogen), [H-].[Na+] (sodium hydride). Solvent: CN(C)C=O (DMF), O (water), CN(C)C=O (DMF). Conditions: time 18 hour. Product: COC1=C(OCCCCCOC2=CC=C(C#N)C=C2)C=CC=C1 (4-[5-(2-methoxyphenoxy)pentoxy] benzonitrile). Reaction SMILES: [C:1]1([O:8][CH3:9])[C:2](=[CH:4][CH:5]=[CH:6][CH:7]=1)[OH:3].[H-].[Na+].[H][H].I[CH2:15][CH2:16][CH2:17][CH2:18][CH2:19][O:20][C:21]1[CH:28]=[CH:27][C:24]([C:25]#[N:26])=[CH:23][CH:22]=1>CN(C=O)C.O>[CH3:9][O:8][C:1]1[CH:7]=[CH:6][CH:5]=[CH:4][C:2]=1[O:3][CH2:15][CH2:16][CH2:17][CH2:18][CH2:19][O:20][C:21]1[CH:22]=[CH:23][C:24]([C:25]#[N:26])=[CH:27][CH:28]=1 |f:1.2|. Reported procedure: To a solution of 5.1 g (41 mmol) of guaiacol in 41 mL of DMF, cooled in an icebath, is added in portions, 20 g (41 mmole) of sodium hydride (50% dispersion in oil). The reaction is allowed to warm up to room temperature and stirred until no further hydrogen evolution is observed. The solution is then again cooled in an ice-bath and a solution of 13 g (41 mmol) 4-(5-iodopentoxy) benzonitrile in 82 mL DMF added. The reaction is allowed to warm up to room temperature and stirred for 18 h before pou... Starting materials: 320, [N+](=[N-])=C (diazomethane), FC1=C(C=CC=C1)C1=CC=C(C=C1)C(C)S(=O)CC(=O)O ([1-(2'-fluoro-4-biphenylyl)-ethylsulfinyl]-acetic acid). Run in CCOCC (ether). Yields the product COC(CS(=O)C(C)C1=CC=C(C=C1)C1=C(C=CC=C1)F)=O ([1-(2'-Fluoro-4-biphenylyl)-ethylsulfinyl]-acetic acid methyl ester). Reaction SMILES: [N+](=[CH2:3])=[N-].[F:4][C:5]1[CH:10]=[CH:9][CH:8]=[CH:7][C:6]=1[C:11]1[CH:16]=[CH:15][C:14]([CH:17]([S:19]([CH2:21][C:22]([OH:24])=[O:23])=[O:20])[CH3:18])=[CH:13][CH:12]=1>CCOCC>[CH3:3][O:23][C:22](=[O:24])[CH2:21][S:19]([CH:17]([C:14]1[CH:15]=[CH:16][C:11]([C:6]2[CH:7]=[CH:8][CH:9]=[CH:10][C:5]=2[F:4])=[CH:12][CH:13]=1)[CH3:18])=[O:20]. Procedure: A solution of 320 mgm (7.6 millimols) of diazomethane (prepared from 2.14 gm of p-toluenesulfonyl-methylnitrosoamide in 30 ml of ether and 0.4 gm of potassium hydroxide in 10 ml of 96% ethanol and subsequent distillation) was added, while stirring, to a suspension of 2.3 gm (7.5 millimols) of [1-(2'-fluoro-4-biphenylyl)-ethylsulfinyl]-acetic acid (m.p.: 164°-165° C.) in 20 ml of ether. The acid dissolved, accompanied by nitrogen evolution. After the reaction was finished, the mixture was evapora... Starting materials: C(C)(=O)O[C@H]1C[C@@H](CC2=CC([C@H]3[C@@H]4CC[C@H]([C@@H](CC[C@H](C(C)(C)O)F)C)[C@]4(CC[C@@H]3[C@@]12C)C)Br)OC(C)=O ([1α,3β,7ξ,24R]-7-bromo-24-fluorocholest-5-en-1,3,25-triol 1,3-diacetate), CC1=CC(=NC(=C1)C)C (s-collidine), C=1(C(=CC=CC1)C)C (xylene). The solvent is C1(=CC=CC=C1)C (toluene). Reaction conditions: temperature 140 celsius. Yields the product C(C)(=O)O[C@H]1C[C@@H](CC2=CC=C3[C@@H]4CC[C@H]([C@@H](CC[C@H](C(C)(C)O)F)C)[C@]4(CC[C@@H]3[C@@]12C)C)OC(C)=O ([1α,3β,24R]-24-fluorocholesta-5,7-dien-1,3,25-triol 1,3-diacetate). As a reaction SMILES: [C:1]([O:4][C@@H:5]1[C@@:31]2([CH3:32])[C:9](=[CH:10][CH:11](Br)[C@@H:12]3[C@@H:30]2[CH2:29][CH2:28][C@@:27]2([CH3:33])[C@H:13]3[CH2:14][CH2:15][C@@H:16]2[C@H:17]([CH3:26])[CH2:18][CH2:19][C@@H:20]([F:25])[C:21]([OH:24])([CH3:23])[CH3:22])[CH2:8][C@@H:7]([O:35][C:36](=[O:38])[CH3:37])[CH2:6]1)(=[O:3])[CH3:2].CC1C=C(C)N=C(C)C=1.C1(C)C(C)=CC=CC=1>C1(C)C=CC=CC=1>[C:1]([O:4][C@@H:5]1[C@@:31]2([CH3:32])[C:9](=[CH:10][CH:11]=[C:12]3[C@@H:30]2[CH2:29][CH2:28][C@@:27]2([CH3:33])[C@H:13]3[CH2:14][CH2:15][C@@H:16]2[C@H:17]([CH3:26])[CH2:18][CH2:19][C@@H:20]([F:25])[C:21]([OH:24])([CH3:22])[CH3:23])[CH2:8][C@@H:7]([O:35][C:36](=[O:38])[CH3:37])[CH2:6]1)(=[O:3])[CH3:2]. Procedure: A mixture of 0.605 g. (0.0010 mole) of [1α,3β,7ξ,24R]-7-bromo-24-fluorocholest-5-en-1,3,25-triol 1,3-diacetate, 0.6 ml. of s-collidine and 18 ml. of xylene was heated at reflux (140° C.) for 0.5 hr and cooled. The mixture was diluted with 30 ml. of toluene. This solution was washed with 10% aqueous sulfuric acid, and saturated aqueous sodium bicarbonate solution. The organic phase was dried over anhydrous magnesium sulfate, filtered, and evaporated to dryness. The residue was purified by column ...